From a dataset of the Open Reaction Database (ORD), a public repository of structured organic reaction records. describe an organic reaction: reactants, conditions, products, and yield The reactants are OC1C=CC(N1)=O (1,5-dihydro-5-hydroxy-2H-pyrrol-2-one), C1(CCCC1)O (cyclopentanol). Run at temperature 60 celsius. Product: C1(CCCC1)OC1C=CC(N1)=O (1,5-dihydro-5-cyclopentyloxy-2H-pyrrol-2-one). Reaction SMILES: [OH:1][CH:2]1[NH:6][C:5](=[O:7])[CH:4]=[CH:3]1.[CH:8]1(O)[CH2:12][CH2:11][CH2:10][CH2:9]1>>[CH:8]1([O:1][CH:2]2[NH:6][C:5](=[O:7])[CH:4]=[CH:3]2)[CH2:12][CH2:11][CH2:10][CH2:9]1. Reported procedure: A mixture of 4.5 g of 1,5-dihydro-5-hydroxy-2H-pyrrol-2-one, 100 cm3 of cyclopentanol and 2.25 g of Amberlite IR 120 H is maintained for 8 hours at 60° C. It is then allowed to cool, is filtered, and evaporated to dryness. The residue is chromatographed on silica (eluent: ethyl acetate-n-hexane, 1--1). 3 g of the expected product is obtained, m.p.=77°-78° C. crystallized from cyclohexane. After recrystallizing from a mixture of isopropyl ether-n-hexane, 1--1, m.p.=81°-82° C. Starting materials: CC(=O)O, C=CC1CN(Cc2ccccc2)CCN1Cc1ccccc1, CO, B1C2CCCC1CCC2, COc1cccc(I)c1, NCCO, [Na+], [OH-], O, c1ccc(P(c2ccccc2)c2ccccc2)cc1. The product is COc1cccc(CCC2CN(Cc3ccccc3)CCN2Cc2ccccc2)c1. RXN SMILES: [C:69]([OH:70])(=[O:71])[CH3:72].[CH2:1]([c:2]1[cH:3][cH:4][cH:5][cH:6][cH:7]1)[N:8]1[CH:9]([CH:21]=[CH2:22])[CH2:10][N:11]([CH2:14][c:15]2[cH:16][cH:17][cH:18][cH:19][cH:20]2)[CH2:12][CH2:13]1.[CH3:67][OH:68].[CH:23]12[CH2:24][CH2:25][CH2:26][CH:27]([BH:28]1)[CH2:29][CH2:30][CH2:31]2.[I:32][c:33]1[cH:34][c:35]([O:39][CH3:40])[cH:36][cH:37][cH:38]1.[NH2:62][CH2:63][CH2:64][OH:65].[Na+:61].[OH-:60].[OH2:66].[c:41]1([P:42]([c:43]2[cH:44][cH:45][cH:46][cH:47][cH:48]2)[c:49]2[cH:50][cH:51][cH:52][cH:53][cH:54]2)[cH:55][cH:56][cH:57][cH:58][cH:59]1>>[CH2:1]([c:2]1[cH:3][cH:4][cH:5][cH:6][cH:7]1)[N:8]1[CH:9]([CH2:21][CH2:22][c:33]2[cH:34][c:35]([O:39][CH3:40])[cH:36][cH:37][cH:38]2)[CH2:10][N:11]([CH2:14][c:15]2[cH:16][cH:17][cH:18][cH:19][cH:20]2)[CH2:12][CH2:13]1. The reactants are CCOC(C)=O, CN(C)C=O, CCc1cc2c(s1)-n1cnnc1CN=C2c1ccccc1Cl, O=C1CCC(=O)N1Cl, O. The product is CCc1cc2c(s1)-n1c(Cl)nnc1CN=C2c1ccccc1Cl. Reaction SMILES: [CH3:31][CH2:32][O:33][C:34](=[O:35])[CH3:36].[CH3:38][N:39]([CH3:40])[CH:41]=[O:42].[Cl:1][c:2]1[c:3]([C:8]2=[N:9][CH2:10][c:11]3[n:12]([cH:20][n:21][n:22]3)-[c:13]3[c:14]2[cH:15][c:16]([CH2:18][CH3:19])[s:17]3)[cH:4][cH:5][cH:6][cH:7]1.[Cl:23][N:24]1[C:25](=[O:26])[CH2:27][CH2:28][C:29]1=[O:30].[OH2:37]>>[Cl:1][c:2]1[c:3]([C:8]2=[N:9][CH2:10][c:11]3[n:12]([c:20]([Cl:23])[n:21][n:22]3)-[c:13]3[c:14]2[cH:15][c:16]([CH2:18][CH3:19])[s:17]3)[cH:4][cH:5][cH:6][cH:7]1. The reactants are CC(=O)O[BH-](OC(C)=O)OC(C)=O, CCOC(=O)N1c2ccc(C(F)(F)F)cc2C(N)CC1CC, CC(C)OC(C)C, ClCCCl, O=Cc1cc(C(F)(F)F)cc(C(F)(F)F)c1, [Na+], [Na+], [OH-], O, Cc1ccc(S(=O)(=O)O)cc1. The product is CCOC(=O)N1c2ccc(C(F)(F)F)cc2C(NCc2cc(C(F)(F)F)cc(C(F)(F)F)c2)CC1CC, Cc1ccc(S(=O)(=O)O)cc1. RXN SMILES: [C:39]([O:40][BH-:41]([O:42][C:43](=[O:44])[CH3:45])[O:46][C:47](=[O:48])[CH3:49])(=[O:50])[CH3:51].[CH2:1]([CH3:2])[O:3][C:4](=[O:5])[N:6]1[CH:7]([CH2:21][CH3:22])[CH2:8][CH:9]([NH2:20])[c:10]2[cH:11][c:12]([C:16]([F:17])([F:18])[F:19])[cH:13][cH:14][c:15]21.[CH:71]([O:72][CH:73]([CH3:74])[CH3:75])([CH3:76])[CH3:77].[Cl:67][CH2:68][CH2:69][Cl:70].[F:23][C:24]([c:25]1[cH:26][c:27]([CH:28]=[O:29])[cH:30][c:31]([C:33]([F:34])([F:35])[F:36])[cH:32]1)([F:37])[F:38].[Na+:52].[Na+:54].[OH-:53].[OH2:55].[c:56]1([CH3:66])[cH:57][cH:58][c:59]([S:62](=[O:63])(=[O:64])[OH:65])[cH:60][cH:61]1>>[CH2:1]([CH3:2])[O:3][C:4](=[O:5])[N:6]1[CH:7]([CH2:21][CH3:22])[CH2:8][CH:9]([NH:20][CH2:28][c:27]2[cH:26][c:25]([C:24]([F:23])([F:37])[F:38])[cH:32][c:31]([C:33]([F:34])([F:35])[F:36])[cH:30]2)[c:10]2[cH:11][c:12]([C:16]([F:17])([F:18])[F:19])[cH:13][cH:14][c:15]21.[c:56]1([CH3:66])[cH:57][cH:58][c:59]([S:62](=[O:63])(=[O:64])[OH:65])[cH:60][cH:61]1. Reactants: ClCCNC(=O)N(C1[C@H](O)[C@@H](O)[C@@H](O)[C@H](O1)CO)CC1=CC=CO1 (1-(2-chloroethyl)-3-furfuryl-3-(D-galactopyranosyl)urea), [N+](=O)([N+](=O)[O-])[O-] (nitrogen tetroxide). Yields the product ClCCN(C(=O)N(C1[C@H](O)[C@@H](O)[C@@H](O)[C@H](O1)CO)CC1=CC=CO1)N=O (1-(2-chloroethyl)-1-nitroso-3-furfuryl-3-(D-galactopyranosyl)urea). Yield: 72.1%. RXN SMILES: [Cl:1][CH2:2][CH2:3][NH:4][C:5]([N:7]([CH2:19][C:20]1[O:24][CH:23]=[CH:22][CH:21]=1)[CH:8]1[O:16][C@H:15]([CH2:17][OH:18])[C@H:13]([OH:14])[C@H:11]([OH:12])[C@H:9]1[OH:10])=[O:6].[N+:25]([O-])([N+]([O-])=O)=[O:26]>>[Cl:1][CH2:2][CH2:3][N:4]([N:25]=[O:26])[C:5]([N:7]([CH2:19][C:20]1[O:24][CH:23]=[CH:22][CH:21]=1)[CH:8]1[O:16][C@H:15]([CH2:17][OH:18])[C@H:13]([OH:14])[C@H:11]([OH:12])[C@H:9]1[OH:10])=[O:6]. Procedure details: 3.6 g of 1-(2-chloroethyl)-3-furfuryl-3-(D-galactopyranosyl)urea and 5 g of nitrogen tetroxide gas are treated in the same manner as described in Example 23-(2). 2.8 g of 1-(2-chloroethyl)-1-nitroso-3-furfuryl-3-(D-galactopyranosyl)urea are thereby obtained as yellow caramel. Reactants: O[C@H](CCCCN1C(=O)N(C=2N=C(N(C2C1=O)CC1=CC=CC=C1)CN=[N+]=[N-])C)C ((S)-1-(5-hydroxyhexyl)-7-benzyl-8-azidomethyl-3-methylxanthine), [H][H] (hydrogen). The reagents and catalysts are [Pd] (palladium on carbon). Run in C(C)O (ethanol). The product is O[C@H](CCCCN1C(=O)N(C=2N=C(N(C2C1=O)CC1=CC=CC=C1)CN)C)C ((S)-1-(5-hydroxyhexyl)-7-benzyl-8-aminomethyl-3-methylxanthine). The yield is 251.6%. RXN SMILES: [OH:1][C@@H:2]([CH3:30])[CH2:3][CH2:4][CH2:5][CH2:6][N:7]1[C:16](=[O:17])[C:15]2[N:14]([CH2:18][C:19]3[CH:24]=[CH:23][CH:22]=[CH:21][CH:20]=3)[C:13]([CH2:25][N:26]=[N+]=[N-])=[N:12][C:11]=2[N:10]([CH3:29])[C:8]1=[O:9].[H][H]>C(O)C.[Pd]>[OH:1][C@@H:2]([CH3:30])[CH2:3][CH2:4][CH2:5][CH2:6][N:7]1[C:16](=[O:17])[C:15]2[N:14]([CH2:18][C:19]3[CH:24]=[CH:23][CH:22]=[CH:21][CH:20]=3)[C:13]([CH2:25][NH2:26])=[N:12][C:11]=2[N:10]([CH3:29])[C:8]1=[O:9]. Reported procedure: To a solution of (S)-1-(5-hydroxyhexyl)-7-benzyl-8-azidomethyl-3-methylxanthine (1.7 g, 1.65 mmol) in ethanol (100 ml) was added 10% palladium on carbon catalyst (0.6 g). The mixture was treated with hydrogen gas (50 psi) on a Parr shaker for 18 hours. Removal of the catalyst by filtration and evaporation of the solvent under reduced pressure provided (S)-1-(5-hydroxyhexyl)-7-benzyl-8-aminomethyl-3-methylxanthine (1.6 g, 100% yield).